Dataset: the Open Reaction Database (ORD), a public repository of structured organic reaction records. Task: describe an organic reaction: reactants, conditions, products, and yield Reported procedure: To a solution of N-carbobenzoxy-2-methoxymethoxymethylpyrrolidine (prepared in the above (2)) 3.9 g in methanol 80 ml is added palladium-carbon 1 g at argon atmosphere. Hydrogen gas is blown through the mixture and the mixture is stirred at room temperature for 3 hours. After reaction catalyst is removed by filtration and the filtrate is concentrated in vacuo to give 2-methoxymethoxymethylpyrrolidine 2.02 g. Reagents/catalysts: [C].[Pd] (palladium-carbon). Product: COCOCC1NCCC1 (2-methoxymethoxymethylpyrrolidine). Run in CO (methanol). Run at time 3 hour. As a reaction SMILES: C([N:11]1[CH2:15][CH2:14][CH2:13][CH:12]1[CH2:16][O:17][CH2:18][O:19][CH3:20])(OCC1C=CC=CC=1)=O.[H][H]>CO.[C].[Pd]>[CH3:20][O:19][CH2:18][O:17][CH2:16][CH:12]1[CH2:13][CH2:14][CH2:15][NH:11]1 |f:3.4|. Starting materials: C(=O)(OCC1=CC=CC=C1)N1C(CCC1)COCOC (N-carbobenzoxy-2-methoxymethoxymethylpyrrolidine), ( 2 ), [H][H] (Hydrogen). Procedure details: A mixture of (2R)-3-cyclopentyl-2-{[formyl(tetrahydro-2H-pyran-2-yloxy)amino]methyl}propanoic acid (112 mg, 0.374 mmol), 2-chloro-5-fluoro-4-hydrazino-6-[3-methyl-3-(1-pyrrolidinyl)-1-azetidinyl]pyrimidine (assumed 112 mg of free base, 0.374 mmol), EDC (86 mg, 0.449 mmol), HOAt (56 mg, 0.411 mmol), and NMM (0.25 mL, 2.24 mmol) in DMF (5 ml) was stirred at room temperature overnight. The reaction mixture was then purified via RP-HPLC to provide [(2R)-3-(2-{2-chloro-5-fluoro-6-[3-methyl-3-(1-pyrro... As a reaction SMILES: [CH:1]1([CH2:6][C@H:7]([CH2:11][N:12]([CH:20]=[O:21])[O:13][CH:14]2[CH2:19][CH2:18][CH2:17][CH2:16][O:15]2)[C:8]([OH:10])=O)[CH2:5][CH2:4][CH2:3][CH2:2]1.[Cl:22][C:23]1[N:28]=[C:27]([NH:29][NH2:30])[C:26]([F:31])=[C:25]([N:32]2[CH2:35][C:34]([CH3:41])([N:36]3[CH2:40][CH2:39][CH2:38][CH2:37]3)[CH2:33]2)[N:24]=1.C(Cl)CCl.C1C=NC2N(O)N=NC=2C=1.CN1CCOCC1>CN(C=O)C>[Cl:22][C:23]1[N:28]=[C:27]([NH:29][NH:30][C:8](=[O:10])[C@H:7]([CH2:6][CH:1]2[CH2:2][CH2:3][CH2:4][CH2:5]2)[CH2:11][N:12]([O:13][CH:14]2[CH2:19][CH2:18][CH2:17][CH2:16][O:15]2)[CH:20]=[O:21])[C:26]([F:31])=[C:25]([N:32]2[CH2:33][C:34]([CH3:41])([N:36]3[CH2:40][CH2:39][CH2:38][CH2:37]3)[CH2:35]2)[N:24]=1. Product: ClC1=NC(=C(C(=N1)NNC([C@@H](CN(C=O)OC1OCCCC1)CC1CCCC1)=O)F)N1CC(C1)(N1CCCC1)C ([(2R)-3-(2-{2-chloro-5-fluoro-6-[3-methyl-3-(1-pyrrolidinyl)-1-azetidinyl]-4-pyrimidinyl}hydrazino)-2-(cyclopentylmethyl)-3-oxopropyl](tetrahydro-2H-pyran-2-yloxy)formamide). Isolated yield 66.6%. Run in CN(C)C=O (DMF). Reactants: C1(CCCC1)C[C@@H](C(=O)O)CN(OC1OCCCC1)C=O ((2R)-3-cyclopentyl-2-{[formyl(tetrahydro-2H-pyran-2-yloxy)amino]methyl}propanoic acid), ClC1=NC(=C(C(=N1)NN)F)N1CC(C1)(N1CCCC1)C (2-chloro-5-fluoro-4-hydrazino-6-[3-methyl-3-(1-pyrrolidinyl)-1-azetidinyl]pyrimidine), C(CCl)Cl (EDC), C1=CC2=C(N=C1)N(N=N2)O (HOAt), CN1CCOCC1 (NMM). Reaction conditions: time 8 hour. The reactants are Nc1ccccc1SCc1ccccc1Br, CC(C)(C)OC(=O)N1CCC(=O)CC1, CC(=O)O[BH-](OC(C)=O)OC(C)=O, CC(=O)O, [Na+]. Yields the product CC(C)(C)OC(=O)N1CCC(Nc2ccccc2SCc2ccccc2Br)CC1. Reaction SMILES: [Br:1][c:2]1[c:3]([CH2:4][S:5][c:6]2[c:7]([NH2:8])[cH:9][cH:10][cH:11][cH:12]2)[cH:13][cH:14][cH:15][cH:16]1.[C:17]([CH3:18])([CH3:19])([CH3:20])[O:21][C:22](=[O:23])[N:24]1[CH2:25][CH2:26][C:27](=[O:30])[CH2:28][CH2:29]1.[C:31]([O:32][BH-:33]([O:34][C:35](=[O:36])[CH3:37])[O:38][C:39](=[O:40])[CH3:41])(=[O:42])[CH3:43].[CH3:45][C:46](=[O:47])[OH:48].[Na+:44]>>[Br:1][c:2]1[c:3]([CH2:4][S:5][c:6]2[c:7]([NH:8][CH:27]3[CH2:26][CH2:25][N:24]([C:22]([O:21][C:17]([CH3:18])([CH3:19])[CH3:20])=[O:23])[CH2:29][CH2:28]3)[cH:9][cH:10][cH:11][cH:12]2)[cH:13][cH:14][cH:15][cH:16]1. Reactants: [Cl-].[Ce+3].[Cl-].[Cl-] (cerium chloride), C1C(CC2=CC=CC=C12)=O (2-indanone), aqueous hydrochloric solution, C1(=C(C=CC=C1)[Mg]Br)C (o-Tolylmagnesium bromide). Run in C1CCOC1 (THF), C1CCOC1 (THF). Conditions: time 2 hour. Product: C1C(CC2=CC=CC=C12)=O (2-indanone), C1(=C(C=CC=C1)C1(CC2=CC=CC=C2C1)O)C (2-(o-tolyl)-2-indanol). RXN SMILES: [Cl-].[Ce+3].[Cl-].[Cl-].[C:5]1([CH3:13])[CH:10]=[CH:9][CH:8]=[CH:7][C:6]=1[Mg]Br.[CH2:14]1[C:22]2[C:17](=[CH:18][CH:19]=[CH:20][CH:21]=2)[CH2:16][C:15]1=[O:23]>C1COCC1>[CH2:14]1[C:22]2[C:17](=[CH:18][CH:19]=[CH:20][CH:21]=2)[CH2:16][C:15]1=[O:23].[C:5]1([CH3:13])[CH:10]=[CH:9][CH:8]=[CH:7][C:6]=1[C:15]1([OH:23])[CH2:16][C:17]2[C:22](=[CH:21][CH:20]=[CH:19][CH:18]=2)[CH2:14]1 |f:0.1.2.3|. Reported procedure: A suspension of anhydrous cerium chloride (40.60 g, 164.7 mmol) in THF(250 mL) was stirred at room temperature for 2 hours under nitrogen. o-Tolylmagnesium bromide (70.0 mL of 2.0M solution in diethyl ether, 140.0 mmol) was added at 0° C. and stirred for 3.5 h. A solution of 2-indanone (14.21 g, 107.7 mmol) in THF (20 mL) was added at the same temperature. After stirring at 0° C. for 3 h, the mixture was allowed to warm to room temperature and kept at ambient temperature overnight (12 h). It was... Starting materials: FC=1C=C(COC2=CC=C(C=C2)\C=C\[N+](=O)[O-])C=CC1 ((E)-1-(3-Fluorobenzyloxy)-4-(2-nitrovinyl)benzene), Cl (HCl). The reagents and catalysts are [Pd] (Pd/C). The solvent is CCO (EtOH). Yields the product FC=1C=C(COC2=CC=C(C=C2)CCN)C=CC1 (2-(4-(3-Fluorobenzyloxy)phenyl)ethanamine). Isolated yield 81.5%. As a reaction SMILES: [F:1][C:2]1[CH:3]=[C:4]([CH:18]=[CH:19][CH:20]=1)[CH2:5][O:6][C:7]1[CH:12]=[CH:11][C:10](/[CH:13]=[CH:14]/[N+:15]([O-])=O)=[CH:9][CH:8]=1.Cl>CCO.[Pd]>[F:1][C:2]1[CH:3]=[C:4]([CH:18]=[CH:19][CH:20]=1)[CH2:5][O:6][C:7]1[CH:12]=[CH:11][C:10]([CH2:13][CH2:14][NH2:15])=[CH:9][CH:8]=1. Procedure details: A solution of the product of Step B (0.29 g; 1.0 mmol), 36% HCl (0.16 ml) and 10% Pd/C (0.17 g) in EtOH (15 ml) was stirred for 3 h at 0° C. under H2 (balloon). The catalyst was removed by filtration through Celite pad, washed with EtOH (2×10 ml) and combined filtrates were evaporated to dryness under reduced pressure and the dark residue was diluted to 10 ml with CH3CN and the white precipitate was filtered off, washed with fresh CH3CN (2 ml) and dried to give the title compound (0.2 g; 70%) as... Starting materials: COC=1C=C(CNC(=O)C2=CSC(=C2)Br)C=CC1 (N-(3-Methoxybenzyl)-5-bromothiophene-3-carboxamide), CC1(OB(OC1(C)C)C1=CN(C2=NC=CC=C21)S(=O)(=O)C2=CC=C(C)C=C2)C (3-(4,4,5,5-tetramethyl-1,3,2-dioxaborolan-2-yl)-1-tosyl-1H-pyrrolo[2,3-b]pyridine), C([O-])([O-])=O.[K+].[K+] (potassium carbonate). The reagents and catalysts are [Pd].C1(=CC=CC=C1)P(C1=CC=CC=C1)C1=CC=CC=C1.C1(=CC=CC=C1)P(C1=CC=CC=C1)C1=CC=CC=C1.C1(=CC=CC=C1)P(C1=CC=CC=C1)C1=CC=CC=C1.C1(=CC=CC=C1)P(C1=CC=CC=C1)C1=CC=CC=C1 (tetrakis(triphenylphosphine) palladium (0)). Run in O (water), COCCOC (DME), CCOC(=O)C (EtOAc), O (water). Yields the product COC=1C=C(CNC(=O)C2=CSC(=C2)C2=CN(C3=NC=CC=C32)S(=O)(=O)C3=CC=C(C)C=C3)C=CC1 (N-(3-Methoxybenzyl)-5-(1-tosyl-1H-pyrrolo[2,3-b]pyridin-3-yl)thiophene-3-carboxamide). Isolated yield 45.0%. As a reaction SMILES: [CH3:1][O:2][C:3]1[CH:4]=[C:5]([CH:16]=[CH:17][CH:18]=1)[CH2:6][NH:7][C:8]([C:10]1[CH:14]=[C:13](Br)[S:12][CH:11]=1)=[O:9].CC1(C)C(C)(C)OB([C:27]2[C:35]3[C:30](=[N:31][CH:32]=[CH:33][CH:34]=3)[N:29]([S:36]([C:39]3[CH:45]=[CH:44][C:42]([CH3:43])=[CH:41][CH:40]=3)(=[O:38])=[O:37])[CH:28]=2)O1.C(=O)([O-])[O-].[K+].[K+]>COCCOC.CCOC(C)=O.O.[Pd].C1(P(C2C=CC=CC=2)C2C=CC=CC=2)C=CC=CC=1.C1(P(C2C=CC=CC=2)C2C=CC=CC=2)C=CC=CC=1.C1(P(C2C=CC=CC=2)C2C=CC=CC=2)C=CC=CC=1.C1(P(C2C=CC=CC=2)C2C=CC=CC=2)C=CC=CC=1>[CH3:1][O:2][C:3]1[CH:4]=[C:5]([CH:16]=[CH:17][CH:18]=1)[CH2:6][NH:7][C:8]([C:10]1[CH:14]=[C:13]([C:27]2[C:35]3[C:30](=[N:31][CH:32]=[CH:33][CH:34]=3)[N:29]([S:36]([C:39]3[CH:45]=[CH:44][C:42]([CH3:43])=[CH:41][CH:40]=3)(=[O:38])=[O:37])[CH:28]=2)[S:12][CH:11]=1)=[O:9] |f:2.3.4,8.9.10.11.12|. Procedure details: N-(3-Methoxybenzyl)-5-bromothiophene-3-carboxamide (100 mg, 0.3 mmol), 3-(4,4,5,5-tetramethyl-1,3,2-dioxaborolan-2-yl)-1-tosyl-1H-pyrrolo[2,3-b]pyridine (122 mg, 0.3 mmol), potassium carbonate (125 mg, 0.9 mmol), and tetrakis(triphenylphosphine) palladium (0) (20 mg) were combined in 4 mL DME, 1 mL water, and heated to 160° C. in the microwave for 10 minutes. The reaction mixture was diluted with EtOAc and water. The organic layer was filtered through celite and concentrated to an oil which was ... Starting materials: CC(O)=S, [N-]=[N+]=NC1CC(n2cc(C=CBr)c(=O)[nH]c2=O)OC1CO, O=P([O-])([O-])[O-]. Product: CC(=O)NC1CC(n2cc(C=CBr)c(=O)[nH]c2=O)OC1CO. Reaction SMILES: [C:22]([CH3:23])(=[S:24])[OH:25].[N:1](=[N+:2]=[N-:3])[CH:4]1[CH2:5][CH:6]([n:11]2[c:12](=[O:13])[nH:14][c:15](=[O:16])[c:17]([CH:19]=[CH:20][Br:21])[cH:18]2)[O:7][CH:8]1[CH2:9][OH:10].[O-:26][P:27](=[O:28])([O-:29])[O-:30]>>[NH:1]([CH:4]1[CH2:5][CH:6]([n:11]2[c:12](=[O:13])[nH:14][c:15](=[O:16])[c:17]([CH:19]=[CH:20][Br:21])[cH:18]2)[O:7][CH:8]1[CH2:9][OH:10])[C:22]([CH3:23])=[O:25].